The task is: describe an organic reaction: reactants, conditions, products, and yield. This data is from the Open Reaction Database (ORD), a public repository of structured organic reaction records. Starting materials: COC(=O)C1=C(N(C(C=C1)=O)CC1=CC=CC=C1)C (1-benzyl-2-methyl-6-oxo-1,6-dihydro-pyridine-3-carboxylic acid methyl ester), BrN1C(CCC1=O)=O (N-bromosuccinimide), C(C1=CC=CC=C1)(=O)OOC(C1=CC=CC=C1)=O (benzoyl peroxide). The solvent is C(Cl)(Cl)(Cl)Cl (CCl4). Product: COC(=O)C1=C(N(C(C=C1)=O)CC1=CC=CC=C1)CBr (1-Benzyl-2-bromomethyl-6-oxo-1,6-dihydro-pyridine-3-carboxylic acid methyl ester). The yield is 69.3%. Reaction SMILES: [CH3:1][O:2][C:3]([C:5]1[CH:10]=[CH:9][C:8](=[O:11])[N:7]([CH2:12][C:13]2[CH:18]=[CH:17][CH:16]=[CH:15][CH:14]=2)[C:6]=1[CH3:19])=[O:4].[Br:20]N1C(=O)CCC1=O.C(OOC(=O)C1C=CC=CC=1)(=O)C1C=CC=CC=1>C(Cl)(Cl)(Cl)Cl>[CH3:1][O:2][C:3]([C:5]1[CH:10]=[CH:9][C:8](=[O:11])[N:7]([CH2:12][C:13]2[CH:14]=[CH:15][CH:16]=[CH:17][CH:18]=2)[C:6]=1[CH2:19][Br:20])=[O:4]. Reported procedure: A mixture of 1-benzyl-2-methyl-6-oxo-1,6-dihydro-pyridine-3-carboxylic acid methyl ester (2.64 g, 10.3 mmol), N-bromosuccinimide (2.01 g, 11.3 mmol), and benzoyl peroxide (250 mg, 1.03 mmol) in CCl4 (100 mL) was refluxed for 16 h. The solvent was evaporated in vacuo, and the residue was chromatographed (0-40% EtOAc/hexanes) to give 2.4 g of the title compound as a viscous oil. MS: (+) m/z 335.92, 337.89 (M+1, 79/81Br) Solvent: CN (methylamine), CO (methanol). Run at temperature 50 celsius. Yields the product C1(=CC=CC=C1)C1(OCCO1)CCCN (3-(2-Phenyl-[1,3]dioxolan-2-yl)-propylamine). Starting materials: C1(=CC=CC=C1)C1(OCCO1)CCCN1C(C2=CC=CC=C2C1=O)=O (2-[3-(2-phenyl-[1,3]dioxolan-2-yl)-propyl]-isoindole-1,3-dione). RXN SMILES: [C:1]1([C:7]2([CH2:12][CH2:13][CH2:14][N:15]3C(=O)C4C(=CC=CC=4)C3=O)[O:11][CH2:10][CH2:9][O:8]2)[CH:6]=[CH:5][CH:4]=[CH:3][CH:2]=1>CN.CO>[C:1]1([C:7]2([CH2:12][CH2:13][CH2:14][NH2:15])[O:11][CH2:10][CH2:9][O:8]2)[CH:2]=[CH:3][CH:4]=[CH:5][CH:6]=1. Yield: 47.0%. Procedure: Dissolve 2-[3-(2-phenyl-[1,3]dioxolan-2-yl)-propyl]-isoindole-1,3-dione (38 g, 112.91 mmol) in 2 M methylamine solution in methanol (300 mL) and heat in a sealed tube for 3 h at 50° C. Cool the solution to RT, concentrate and purify (silica gel chromatography, eluting with 25:75 DCM:2 M ammonia in methanol) to give the title compound as an oil (11 g, 47%). Starting materials: Cl (HCl), OC1(COC2(C1)CCN(CC2)C(=O)OCC)C#CC2=CC=CC=C2 (Ethyl 3-hydroxy-3-(2-phenylethynyl)-1-oxa-8-azaspiro[4.5]decane-8-carboxylate), O (water), S(=O)(Cl)Cl (thionyl chloride). Solvent: N1=CC=CC=C1 (pyridine). Reaction conditions: time 2 hour. Product: C1(=CC=CC=C1)C#CC=1COC2(C1)CCN(CC2)C(=O)OCC (Ethyl 3-(phenylethynyl)-1-oxa-8-azaspiro[4.5]dec-3-ene-8-carboxylate). Isolated yield 20.5%. RXN SMILES: O[C:2]1([C:17]#[C:18][C:19]2[CH:24]=[CH:23][CH:22]=[CH:21][CH:20]=2)[CH2:6][C:5]2([CH2:11][CH2:10][N:9]([C:12]([O:14][CH2:15][CH3:16])=[O:13])[CH2:8][CH2:7]2)[O:4][CH2:3]1.S(Cl)(Cl)=O.O.Cl>N1C=CC=CC=1>[C:19]1([C:18]#[C:17][C:2]2[CH2:3][O:4][C:5]3([CH2:11][CH2:10][N:9]([C:12]([O:14][CH2:15][CH3:16])=[O:13])[CH2:8][CH2:7]3)[CH:6]=2)[CH:24]=[CH:23][CH:22]=[CH:21][CH:20]=1. Reported procedure: To a solution of Compound 26a (93 mg, 0.282 mmol) stirred in pyridine (4 mL) at 0° C. was added thionyl chloride (0.103 mL, 1.141 mmol) and the reaction mixture was stirred at 0° C. to r.t. for 2 h. Afterwards, it was poured into water, acidified with 1M HCl and extracted with chloroform. The organic layers were combined, washed with brine, dried over sodium sulphate and evaporated to dryness to afford a crude, which was purified by automated flash chromatography (SP1®TM-Biotage; gradient Petrol... Run in O1CCOCC1 (dioxane), O1CCOCC1 (dioxane). Reactants: N[C@@H](C)[C@@H](CCCCCCCCCCCCC)O ((2S,3R)-2-Amino-3-hexadecanol), Cl (HCl). RXN SMILES: [NH2:1][C@H:2]([C@H:4]([OH:18])[CH2:5][CH2:6][CH2:7][CH2:8][CH2:9][CH2:10][CH2:11][CH2:12][CH2:13][CH2:14][CH2:15][CH2:16][CH3:17])[CH3:3].[ClH:19]>O1CCOCC1>[ClH:19].[NH2:1][C@H:2]([C@H:4]([OH:18])[CH2:5][CH2:6][CH2:7][CH2:8][CH2:9][CH2:10][CH2:11][CH2:12][CH2:13][CH2:14][CH2:15][CH2:16][CH3:17])[CH3:3] |f:3.4|. Procedure details: To a solution of amine 34 (26 mg, 0.10 mmol) in dioxane (0.5 mL), anhydrous HCl solution in dioxane (5.3M, 0.38 mL, 2.02 mmol) was added. After stirring at room temperature for 5 h, the solvent was removed in vacuo. The resulting solid was washed with dioxane to obtain hydrochloride 35 as a white solid (19 mg, 64% yield). Product: Cl.N[C@@H](C)[C@@H](CCCCCCCCCCCCC)O ((2S,3R)-2-Amino-3-hexadecanol hydrochloride). The yield is 64.0%. Reaction conditions: time 5 hour. The reactants are Cl (HCl), CC(=CCCN1C(=NC=C1)[N+](=O)[O-])C (4-Methyl-1-(2-nitro-1H-imidazol-1-yl)-3-pentene), N(=O)OCCC(C)C (isoamyl nitrite), Cl (HCl), Cl (HCl). Reaction conditions: temperature 0 celsius, time 45 minute. Yields the product ClC(C(CCN1C(=NC=C1)[N+](=O)[O-])N=O)(C)C (4-Chloro-4-methyl-1-(2-nitro-1H-imidazol-1-yl)-3-nitrosopentane). Isolated yield 81.0%. Reaction SMILES: [CH3:1][C:2]([CH3:14])=[CH:3][CH2:4][CH2:5][N:6]1[CH:10]=[CH:9][N:8]=[C:7]1[N+:11]([O-:13])=[O:12].[ClH:15].[N:16]([O:18]CCC(C)C)=O>>[Cl:15][C:2]([CH3:14])([CH3:1])[CH:3]([N:16]=[O:18])[CH2:4][CH2:5][N:6]1[CH:10]=[CH:9][N:8]=[C:7]1[N+:11]([O-:13])=[O:12]. Reported procedure: 4-Methyl-1-(2-nitro-1H-imidazol-1-yl)-3-pentene (8 g, 41 mmol) was dissolved in isoamyl nitrite (50 mL) at room temperature. The solution was cooled to 0° C. in an ice-salt bath and concentrated HCl (12 mL) was added dropwise. The reaction temperature was maintained between 3-5° C. during the HCl addition; the reaction was stirred in an ice-salt bath for 45 minutes after the addition of HCl. The product was filtered, washed with ethanol-ether (1:2) and dried in vacuum to give 8.6 g (81%) of the ... Starting materials: ClCCl, OC1CCOc2ccc(I)cc21, O=[Cr](=O)([O-])Cl, c1cc[nH+]cc1. Product: O=C1CCOc2ccc(I)cc21. Reaction SMILES: [Cl:24][CH2:25][Cl:26].[I:1][c:2]1[cH:3][c:4]2[c:9]([cH:10][cH:11]1)[O:8][CH2:7][CH2:6][CH:5]2[OH:12].[O:13]=[Cr:14]([Cl:15])([O-:16])=[O:17].[nH+:18]1[cH:19][cH:20][cH:21][cH:22][cH:23]1>>[I:1][c:2]1[cH:3][c:4]2[c:9]([cH:10][cH:11]1)[O:8][CH2:7][CH2:6][C:5]2=[O:12]. The reactants are O=C([O-])[O-], C=CCBr, CC(C)=O, [I-], [K+], [K+], [K+], CCOC(=O)c1ccc2ccc(O)cc2c1. The product is C=CCOc1ccc2ccc(C(=O)OCC)cc2c1. As a reaction SMILES: [C:17](=[O:18])([O-:19])[O-:20].[CH2:25]([CH:26]=[CH2:27])[Br:28].[CH3:29][C:30](=[O:31])[CH3:32].[I-:24].[K+:21].[K+:22].[K+:23].[OH:1][c:2]1[cH:3][cH:4][c:5]2[cH:6][cH:7][c:8]([C:12](=[O:13])[O:14][CH2:15][CH3:16])[cH:9][c:10]2[cH:11]1>>[O:1]([c:2]1[cH:3][cH:4][c:5]2[cH:6][cH:7][c:8]([C:12](=[O:13])[O:14][CH2:15][CH3:16])[cH:9][c:10]2[cH:11]1)[CH2:27][CH:26]=[CH2:25]. The reactants are CN1CCN(CC1)CCO (2-(4-methyl-piperazin-1-yl)-ethanol), 44A, C(C)(C)(C)ON=C1C=C(OC2=CC=C(C=C12)O)C=1N=CC2=CC=CC=C2C1 (6-hydroxy-2-isoquinolin-3-yl-chromen-4-one O-tert-butyl oxime). Product: C1=NC(=CC2=CC=CC=C12)C=1OC2=CC=C(C=C2C(C1)=NO)OCCN1CCN(CC1)C (2-isoquinolin-3-yl-6-[2-(4-methyl-piperazin-1-yl)-ethoxy]-chromen-4-one oxime), oxime. RXN SMILES: C([O:5][N:6]=[C:7]1[C:16]2[C:11](=[CH:12][CH:13]=[C:14]([OH:17])[CH:15]=2)[O:10][C:9]([C:18]2[N:19]=[CH:20][C:21]3[C:26]([CH:27]=2)=[CH:25][CH:24]=[CH:23][CH:22]=3)=[CH:8]1)(C)(C)C.[CH3:28][N:29]1[CH2:34][CH2:33][N:32]([CH2:35][CH2:36]O)[CH2:31][CH2:30]1>>[CH:20]1[C:21]2[C:26](=[CH:25][CH:24]=[CH:23][CH:22]=2)[CH:27]=[C:18]([C:9]2[O:10][C:11]3[C:16]([C:7](=[N:6][OH:5])[CH:8]=2)=[CH:15][C:14]([O:17][CH2:36][CH2:35][N:32]2[CH2:33][CH2:34][N:29]([CH3:28])[CH2:30][CH2:31]2)=[CH:13][CH:12]=3)[N:19]=1. Procedure details: 2-isoquinolin-3-yl-6-[2-(4-methyl-piperazin-1-yl)-ethoxy]-chromen-4-one oxime was prepared in 49% overall yield using the method described in examples 44 and 44A, starting from 6-hydroxy-2-isoquinolin-3-yl-chromen-4-one O-tert-butyl oxime (example 41A) and 2-(4-methyl-piperazin-1-yl)-ethanol. The title compound was isolated as a yellow solid and as a 90/10 mixture of Z/E oxime isomers.